Dataset: the Open Reaction Database (ORD), a public repository of structured organic reaction records. Task: describe an organic reaction: reactants, conditions, products, and yield Reactants: C(C=C)(=O)OC(C)(C)C (Tert-butyl acrylate), CN(P(N(C)C)N(C)C)C (hexamethylphosphorous triamide). Run at temperature 100 celsius. Yields the product C=C(C(=O)OC(C)(C)C)CCC(=O)OC(C)(C)C (Di-tert-butyl 2-methylenepentanedioate). RXN SMILES: [C:1]([O:5][C:6]([CH3:9])([CH3:8])[CH3:7])(=[O:4])[CH:2]=[CH2:3].CN(C)P(N(C)C)N(C)C>>[CH2:3]=[C:2]([CH2:3][CH2:2][C:1]([O:5][C:6]([CH3:9])([CH3:8])[CH3:7])=[O:4])[C:1]([O:5][C:6]([CH3:9])([CH3:8])[CH3:7])=[O:4]. Procedure: Tert-butyl acrylate (465 g, 3.628 mol) was warmed to 100° C. under nitrogen, then hexamethylphosphorous triamide (10 g, 61.2 mmol) was added dropwise and the addition rate was adjusted to maintain the reaction temperature at 100° C. The reaction mixture was allowed to cool, then poured over a plug of silica (˜1000 ml) and washed completely off the silica with 4:1 hexane/ethyl acetate. The solvent was removed under reduced pressure and the resulting oil was distilled. Some material was collected ... Reactants: hydrochloride salt, CC1=CC=C(C=C1)S(=O)(=O)OCC1OC2=C(C1)C=C(C=C2C2=C(C(=CC=C2)F)F)Cl ((±)-[5-chloro-7-(2,3-difluorophenyl)-2,3-dihydro-1-benzofuran-2-yl]methyl 4-methylbenzenesulfonate), CN (methylamine). Product: ClC=1C=C(C2=C(CC(O2)CNC)C1)C1=C(C(=CC=C1)F)F ((±)-{[5-chloro-7-(2,3-difluorophenyl)-2,3-dihydro-1-benzofuran-2-yl]methyl}methylamine). As a reaction SMILES: CC1C=CC(S(O[CH2:12][CH:13]2[CH2:17][C:16]3[CH:18]=[C:19]([Cl:30])[CH:20]=[C:21]([C:22]4[CH:27]=[CH:26][CH:25]=[C:24]([F:28])[C:23]=4[F:29])[C:15]=3[O:14]2)(=O)=O)=CC=1.[CH3:31][NH2:32]>>[Cl:30][C:19]1[CH:20]=[C:21]([C:22]2[CH:27]=[CH:26][CH:25]=[C:24]([F:28])[C:23]=2[F:29])[C:15]2[O:14][CH:13]([CH2:12][NH:32][CH3:31])[CH2:17][C:16]=2[CH:18]=1. Reported procedure: The title compound was prepared (0.068 g, 60%) following the general procedure of Example 390 as a white solid, hydrochloride salt from (±)-[5-chloro-7-(2,3-difluorophenyl)-2,3-dihydro-1-benzofuran-2-yl]methyl 4-methylbenzenesulfonate (0.148 g, 0.329 mmol) and methylamine (0.102 g, 3.29 mmol). mp 177-179° C. Reactants: FC=1C=C2C(=NC1)NC=C2 (5-fluoro-1H-pyrrolo[2,3-b]pyridine), ClCCl.CO (dichloromethane methanol), ClC1=CC(=CC=C1)C(=O)OO (3-chloro-perbenzoic acid). Solvent: C(OC)COC (dimethoxyethane). Yields the product FC=1C=C2C(=[N+](C1)[O-])NC=C2 (5-fluoro-1H-pyrrolo[2,3-b]pyridine 7-oxide). Isolated yield 56.3%. As a reaction SMILES: [F:1][C:2]1[CH:3]=[C:4]2[CH:10]=[CH:9][NH:8][C:5]2=[N:6][CH:7]=1.ClC1C=CC=C(C(OO)=[O:19])C=1.ClCCl.CO>C(COC)OC>[F:1][C:2]1[CH:3]=[C:4]2[CH:10]=[CH:9][NH:8][C:5]2=[N+:6]([O-:19])[CH:7]=1 |f:2.3|. Reported procedure: 5-Fluoro-1H-pyrrolo[2,3-b]pyridine 7-oxide can be obtained as in example 4 stage 4(a) but starting from 2.7 g of 5-fluoro-1H-pyrrolo[2,3-b]pyridine, and 6.22 g of 3-chloro-perbenzoic acid in 70 cm3 of dimethoxyethane. In this way, after flash chromatography on a silica column [eluent: dichloromethane/methanol (95/5 by volume)], 1.70 g of 5-fluoro-1H-pyrrolo[2,3-b]pyridine 7-oxide is obtained as a powder with the following characteristics: The reactants are O=C1CCC(=O)N1Br, O=C(OOC(=O)c1ccccc1)c1ccccc1, ClC(Cl)(Cl)Cl, Cc1cc(Cl)cc2c(-c3ccc(Cl)cc3)onc12. The product is Clc1ccc(-c2onc3c(CBr)cc(Cl)cc23)cc1. RXN SMILES: [Br:19][N:20]1[C:21](=[O:22])[CH2:23][CH2:24][C:25]1=[O:26].[C:27]([O:28][O:29][C:30](=[O:31])[c:32]1[cH:33][cH:34][cH:35][cH:36][cH:37]1)(=[O:38])[c:39]1[cH:40][cH:41][cH:42][cH:43][cH:44]1.[C:45]([Cl:46])([Cl:47])([Cl:48])[Cl:49].[Cl:1][c:2]1[cH:3][c:4]([CH3:18])[c:5]2[c:6]([c:7](-[c:10]3[cH:11][cH:12][c:13]([Cl:16])[cH:14][cH:15]3)[o:8][n:9]2)[cH:17]1>>[Cl:1][c:2]1[cH:3][c:4]([CH2:18][Br:19])[c:5]2[c:6]([c:7](-[c:10]3[cH:11][cH:12][c:13]([Cl:16])[cH:14][cH:15]3)[o:8][n:9]2)[cH:17]1. The reactants are O.NN (hydrazine hydrate), ClC=1C=CC(=C(C(=O)C2=CC=CC=C2)C1)N1C(=NN=C1CN1C(C=2C(C1=O)=CC=CC2)=O)CN(CC)CC (5chloro-2-[3-[(diethylamino)methyl]-5-(phthalimidomethyl)-4H-1,2,4-triazol-4-yl]benzophenone). The solvent is C(C)O (ethanol). The product is ClC=1C=CC2=C(C(=NCC=3N2C(=NN3)CN(CC)CC)C3=CC=CC=C3)C1 (8-chloro-1-[(diethylamino)methyl]-6-phenyl-4H-s-triazolo[4,3-a][1,4]benzodiazepine). As a reaction SMILES: [Cl:1][C:2]1[CH:3]=[CH:4][C:5]([N:16]2[C:20]([CH2:21][N:22]3C(=O)C4=CC=CC=C4C3=O)=[N:19][N:18]=[C:17]2[CH2:33][N:34]([CH2:37][CH3:38])[CH2:35][CH3:36])=[C:6]([CH:15]=1)[C:7]([C:9]1[CH:14]=[CH:13][CH:12]=[CH:11][CH:10]=1)=O.O.NN>C(O)C>[Cl:1][C:2]1[CH:3]=[CH:4][C:5]2[N:16]3[C:17]([CH2:33][N:34]([CH2:35][CH3:36])[CH2:37][CH3:38])=[N:18][N:19]=[C:20]3[CH2:21][N:22]=[C:7]([C:9]3[CH:14]=[CH:13][CH:12]=[CH:11][CH:10]=3)[C:6]=2[CH:15]=1 |f:1.2|. Procedure: In the manner given in Example 27, 5chloro-2-[3-[(diethylamino)methyl]-5-(phthalimidomethyl)-4H-1,2,4-triazol-4-yl]benzophenone is heated in ethanol with hydrazine hydrate to give 8-chloro-1-[(diethylamino)methyl]-6-phenyl-4H-s-triazolo[4,3-a][1,4]benzodiazepine.